Dataset: the Open Reaction Database (ORD), a public repository of structured organic reaction records. Task: describe an organic reaction: reactants, conditions, products, and yield Starting materials: C=CC(C)=O, COC(=O)COc1cc2c(c(Cl)c1Cl)C(=O)C(C(C)C)C2, C1CCOC1. Product: COC(=O)COc1cc2c(c(Cl)c1Cl)C(=O)C(CCC(C)=O)(C(C)C)C2. As a reaction SMILES: [CH:22](=[CH2:23])[C:24](=[O:25])[CH3:26].[Cl:1][c:2]1[c:3]([O:16][CH2:17][C:18](=[O:19])[O:20][CH3:21])[cH:4][c:5]2[c:9]([c:10]1[Cl:11])[C:8](=[O:12])[CH:7]([CH:13]([CH3:14])[CH3:15])[CH2:6]2.[O:27]1[CH2:28][CH2:29][CH2:30][CH2:31]1>>[Cl:1][c:2]1[c:3]([O:16][CH2:17][C:18](=[O:19])[O:20][CH3:21])[cH:4][c:5]2[c:9]([c:10]1[Cl:11])[C:8](=[O:12])[C:7]([CH:13]([CH3:14])[CH3:15])([CH2:23][CH2:22][C:24](=[O:25])[CH3:26])[CH2:6]2.